This data is from the Open Reaction Database (ORD), a public repository of structured organic reaction records. The task is: describe an organic reaction: reactants, conditions, products, and yield The reactants are CC(C)CBr, CC(C)OC(=O)Cl, Nc1ccc(-c2ccc(Cc3nc(-c4ccc(Cl)cc4Cl)cn3-c3ccc(N4CC(=O)NS4(=O)=O)cc3)cc2)cc1. Yields the product CC(C)CN(C(=O)OC(C)C)c1ccc(-c2ccc(Cc3nc(-c4ccc(Cl)cc4Cl)cn3-c3ccc(N4CC(=O)NS4(=O)=O)cc3)cc2)cc1. As a reaction SMILES: [Br:42][CH2:43][CH:44]([CH3:45])[CH3:46].[Cl:47][C:48](=[O:49])[O:50][CH:51]([CH3:52])[CH3:53].[NH2:1][c:2]1[cH:3][cH:4][c:5](-[c:8]2[cH:9][cH:10][c:11]([CH2:14][c:15]3[n:16](-[c:28]4[cH:29][cH:30][c:31]([N:34]5[CH2:35][C:36](=[O:41])[NH:37][S:38]5(=[O:39])=[O:40])[cH:32][cH:33]4)[cH:17][c:18](-[c:20]4[c:21]([Cl:27])[cH:22][c:23]([Cl:26])[cH:24][cH:25]4)[n:19]3)[cH:12][cH:13]2)[cH:6][cH:7]1>>[N:1]([c:2]1[cH:3][cH:4][c:5](-[c:8]2[cH:9][cH:10][c:11]([CH2:14][c:15]3[n:16](-[c:28]4[cH:29][cH:30][c:31]([N:34]5[CH2:35][C:36](=[O:41])[NH:37][S:38]5(=[O:39])=[O:40])[cH:32][cH:33]4)[cH:17][c:18](-[c:20]4[c:21]([Cl:27])[cH:22][c:23]([Cl:26])[cH:24][cH:25]4)[n:19]3)[cH:12][cH:13]2)[cH:6][cH:7]1)([CH2:43][CH:44]([CH3:45])[CH3:46])[C:48](=[O:49])[O:50][CH:51]([CH3:52])[CH3:53]. Starting materials: COC1=CC(=CC=C1)OC (1,3-dimethoxybenzene), C(CCC)[Li] (n-butyllithium), solution, CN(CCN(C)C)C (N,N,N′,N′-tetramethylethylenediamine), C(C)(C)OB(OC(C)C)OC(C)C (triisopropylborate), ice, Cl (HCl). Solvent: hexanes, hexanes, C(C)OCC (diethyl ether), C(C)OCC (diethyl ether). Run at temperature -78 celsius, time 1.5 hour. The product is COC1=C(C(=CC=C1)OC)B(O)O ((2,6-dimethoxy)phenylboronic acid). RXN SMILES: [CH3:1][O:2][C:3]1[CH:8]=[CH:7][CH:6]=[C:5]([O:9][CH3:10])[CH:4]=1.C([Li])CCC.CN(C)CCN(C)C.C([O:27][B:28](OC(C)C)[O:29]C(C)C)(C)C.Cl>C(OCC)C>[CH3:1][O:2][C:3]1[CH:8]=[CH:7][CH:6]=[C:5]([O:9][CH3:10])[C:4]=1[B:28]([OH:29])[OH:27]. Procedure details: A solution of 1,3-dimethoxybenzene (33.2 g, 240 mmol) in hexanes (20 mL) at −20° C. was treated sequentially with n-butyllithium (100 mL of a 2.4M solution in hexanes, 240 mmol) and N,N,N′,N′-tetramethylethylenediamine (1.81 mL, 12 mmol), stirred for 1.5 hours, cooled to −78° C., treated with triisopropylborate (60.9 mL, 264 mmol) in diethyl ether (60 mL) over 1.5 hours with additional diethyl ether (150 mL) added to maintain stirring, stirred at 23° C. for 2 hours, poured into ice (150 mL) and ... Starting materials: C(C1=CC=CC=C1)(=O)NC1=CC=C(C=C1)C1=CC=C2CN(C(C2=C1)=O)[C@H](C(=O)O)C(C)C ((S)-2-(6-(4-Benzamidophenyl)-1-oxoisoindolin-2-yl)-3-methylbutanoic acid), C1(CCCCC1)C1=CC=C(C(=O)NC2=CC=C(C=C2)C2=CC=C3CN(C(C3=C2)=O)[C@H](C(=O)OC)C(C)C)C=C1 ((S)-Methyl 2-(6-(4-(4-cyclohexylbenzamido)phenyl)-1-oxoisoindolin-2-yl)-3-methylbutanoate). Yields the product C1(CCCCC1)C1=CC=C(C(=O)NC2=CC=C(C=C2)C2=CC=C3CN(C(C3=C2)=O)[C@H](C(=O)O)C(C)C)C=C1 ((S)-2-(6-(4-(4-Cyclohexylbenzamido)phenyl)-1-oxoisoindolin-2-yl)-3-methyl butanoic acid). Yield: 82.0%. As a reaction SMILES: C(NC1C=CC(C2C=C3C(CN([C@@H](C(C)C)C(O)=O)C3=O)=CC=2)=CC=1)(=O)C1C=CC=CC=1.[CH:33]1([C:39]2[CH:71]=[CH:70][C:42]([C:43]([NH:45][C:46]3[CH:51]=[CH:50][C:49]([C:52]4[CH:60]=[C:59]5[C:55]([CH2:56][N:57]([C@@H:62]([CH:67]([CH3:69])[CH3:68])[C:63]([O:65]C)=[O:64])[C:58]5=[O:61])=[CH:54][CH:53]=4)=[CH:48][CH:47]=3)=[O:44])=[CH:41][CH:40]=2)[CH2:38][CH2:37][CH2:36][CH2:35][CH2:34]1>>[CH:33]1([C:39]2[CH:71]=[CH:70][C:42]([C:43]([NH:45][C:46]3[CH:51]=[CH:50][C:49]([C:52]4[CH:60]=[C:59]5[C:55]([CH2:56][N:57]([C@@H:62]([CH:67]([CH3:69])[CH3:68])[C:63]([OH:65])=[O:64])[C:58]5=[O:61])=[CH:54][CH:53]=4)=[CH:48][CH:47]=3)=[O:44])=[CH:41][CH:40]=2)[CH2:34][CH2:35][CH2:36][CH2:37][CH2:38]1. Reported procedure: The compound of example 174 was prepared analogous to compound of example 98 by hydrolysis of compound of example 173. Reactants: C([O-])([O-])=O.[K+].[K+] (Potassium carbonate), C(C)C(=O)C (methyl ethyl ketone), C(C)I (ethyl iodide), C(C)C(=O)C (MEK), FC(C=1C=C(C=CC1)O)(F)F (3-trifluoromethylphenol). Run in O (water). Conditions: time 2 hour. Yields the product C(C)OC=1C=C(C=CC1)C(F)(F)F (3-ethoxybenzotrifluoride). Reaction SMILES: C(=O)([O-])[O-].[K+].[K+].[CH2:7](C(C)=O)[CH3:8].C(I)C.[F:15][C:16]([F:25])([F:24])[C:17]1[CH:18]=[C:19]([OH:23])[CH:20]=[CH:21][CH:22]=1>O>[CH2:7]([O:23][C:19]1[CH:18]=[C:17]([C:16]([F:24])([F:25])[F:15])[CH:22]=[CH:21][CH:20]=1)[CH3:8] |f:0.1.2|. Procedure details: Potassium carbonate (22.6 g) and then a mixture of methyl ethyl ketone (MEK) (150 mL) and ethyl iodide (47.8 g) were added to a mixture of MEK (310 mL) and 3-trifluoromethylphenol (a) (25.0 g) at room temperature, and the reaction mixture was heated and stirred for 2 hours. After returning the mixture to room temperature, water was added for liquid separation and the aqueous layer was extracted three times with diethyl ether. The organic layers were combined, washed with an 1 M aqueous sodium hy... As a reaction SMILES: [Cl:1][c:2]1[n:3][cH:4][cH:5][c:6]([N:8]2[CH2:9][CH2:10][CH2:11][c:12]3[cH:13][c:14]([OH:18])[cH:15][cH:16][c:17]32)[n:7]1.[NH2:19][c:20]1[cH:21][cH:22][c:23]([S:26](=[O:27])(=[O:28])[NH:29][CH2:30][CH:31]2[CH2:32][CH2:33]2)[cH:24][cH:25]1.[O:45]=[CH:46][N:47]([CH3:48])[CH3:49].[c:34]1([CH3:35])[cH:36][cH:37][c:38]([S:39]([OH:40])(=[O:41])=[O:42])[cH:43][cH:44]1>>[c:2]1([NH:19][c:20]2[cH:21][cH:22][c:23]([S:26](=[O:27])(=[O:28])[NH:29][CH2:30][CH:31]3[CH2:32][CH2:33]3)[cH:24][cH:25]2)[n:3][cH:4][cH:5][c:6]([N:8]2[CH2:9][CH2:10][CH2:11][c:12]3[cH:13][c:14]([OH:18])[cH:15][cH:16][c:17]32)[n:7]1. The reactants are Oc1ccc2c(c1)CCCN2c1ccnc(Cl)n1, Nc1ccc(S(=O)(=O)NCC2CC2)cc1, CN(C)C=O, Cc1ccc(S(=O)(=O)O)cc1. Product: O=S(=O)(NCC1CC1)c1ccc(Nc2nccc(N3CCCc4cc(O)ccc43)n2)cc1. Starting materials: [H-].[Na+] (NaH), FC1=C(C=CC=C1)[N+](=O)[O-] (o-fluoronitrobenzene), Cl (HCl), C(#N)CC(=O)OC (methyl cyanoacetate). The solvent is CN(C)C=O (DMF), CN(C)C=O (DMF), CN(C)C=O (DMF). Reaction conditions: time 30 minute. Yields the product C(#N)C(C(=O)OC)C1=C(C=CC=C1)[N+](=O)[O-] (methyl cyano(2-nitrophenyl)acetate). Reaction SMILES: [C:1]([CH2:3][C:4]([O:6][CH3:7])=[O:5])#[N:2].[H-].[Na+].F[C:11]1[CH:16]=[CH:15][CH:14]=[CH:13][C:12]=1[N+:17]([O-:19])=[O:18].Cl>CN(C=O)C>[C:1]([CH:3]([C:11]1[CH:16]=[CH:15][CH:14]=[CH:13][C:12]=1[N+:17]([O-:19])=[O:18])[C:4]([O:6][CH3:7])=[O:5])#[N:2] |f:1.2|. Reported procedure: 6.3 A solution of 180 ml of methyl cyanoacetate in 300 ml of DMF is added dropwise at 0-50° with stirring and under a nitrogen atmosphere to a solution of 88 g of NaH suspension in 2 litres of DMF. The mixture is stirred for a further 30 minutes without cooling. A solution of 106 ml of o-fluoronitrobenzene in 100 ml of DMF is subsequently added dropwise, and the mixture is stirred at room temperature for a further 14 hours. The mixture is acidified using 10% HCl and subjected to conventional wor...